The task is: describe an organic reaction: reactants, conditions, products, and yield. This data is from the Open Reaction Database (ORD), a public repository of structured organic reaction records. Starting materials: NN (hydrazine), C(=O)(O)[O-].[Na+] (NaHCO3), CC1=CC=C(C=C1)C1=CC=C(C=C1)C(=O)O (4′-methyl-[1,1′-biphenyl]-4-carboxylic acid), CN1CCOCC1 (4-methylmorpholine), ClC(=O)OCC(C)C (isobutyl chloroformate). Run in C1CCOC1 (THF), C1CCOC1 (THF). Run at time 30 minute. Yields the product CC1=CC=C(C=C1)C1=CC=C(C=C1)C(=O)NN (4′-methyl-[1,1′-biphenyl]-4-carbohydrazide). The yield is 59.4%. As a reaction SMILES: [CH3:1][C:2]1[CH:7]=[CH:6][C:5]([C:8]2[CH:13]=[CH:12][C:11]([C:14]([OH:16])=O)=[CH:10][CH:9]=2)=[CH:4][CH:3]=1.CN1CCOCC1.ClC(OCC(C)C)=O.[NH2:32][NH2:33].C([O-])(O)=O.[Na+]>C1COCC1>[CH3:1][C:2]1[CH:7]=[CH:6][C:5]([C:8]2[CH:13]=[CH:12][C:11]([C:14]([NH:32][NH2:33])=[O:16])=[CH:10][CH:9]=2)=[CH:4][CH:3]=1 |f:4.5|. Procedure: To a stirring solution of 4′-methyl-[1,1′-biphenyl]-4-carboxylic acid (240 mg, 1.13 mmol) and 4-methylmorpholine (131 μL, 1.19 mmol) in THF (3 mL) was added isobutyl chloroformate (147 μL, 1.13 mmol). After 1 h the reaction mixture was added through a syringe filter to a stirring solution of hydrazine (1.24 mL, 1.24 mmol, 1 M in THF) in THF (1 mL). After stirring a further 30 min at room temperature, the reaction mixture was poured into NaHCO3 (20 mL) and extracted with DCM (3×20 mL). The combin... The reactants are BrC=1C=C(C#N)C=C(C1)OC1=C(C(=CC=C1Cl)CN1C=NC=2N=CNC2C1=O)F (3-bromo-5-({6-chloro-2-fluoro-3-[(6-oxo-6,7-dihydro-1H-purin-1-yl)methyl]phenyl}oxy)benzonitrile), C(C=C)[Sn](CCCC)(CCCC)CCCC (allyltri-n-butyltin). The reagents and catalysts are C=1C=CC(=CC1)[P](C=2C=CC=CC2)(C=3C=CC=CC3)[Pd]([P](C=4C=CC=CC4)(C=5C=CC=CC5)C=6C=CC=CC6)([P](C=7C=CC=CC7)(C=8C=CC=CC8)C=9C=CC=CC9)[P](C=1C=CC=CC1)(C=1C=CC=CC1)C=1C=CC=CC1 (tetrakis(triphenylphosphine)palladium(0)). Reaction conditions: temperature 160 celsius. The product is ClC1=CC=C(C(=C1OC=1C=C(C#N)C=C(C1)CC=C)F)CN1C=NC=2N=CNC2C1=O (3-({6-chloro-2-fluoro-3-[(6-oxo-6,7-dihydro-1H-purin-1-yl)methyl]phenyl}oxy)-5-(2-propen-1-yl)benzonitrile). The yield is 28.0%. As a reaction SMILES: Br[C:2]1[CH:3]=[C:4]([CH:7]=[C:8]([O:10][C:11]2[C:16]([Cl:17])=[CH:15][CH:14]=[C:13]([CH2:18][N:19]3[C:27](=[O:28])[C:26]4[NH:25][CH:24]=[N:23][C:22]=4[N:21]=[CH:20]3)[C:12]=2[F:29])[CH:9]=1)[C:5]#[N:6].[CH2:30]([Sn](CCCC)(CCCC)CCCC)[CH:31]=[CH2:32]>C1C=CC([P]([Pd]([P](C2C=CC=CC=2)(C2C=CC=CC=2)C2C=CC=CC=2)([P](C2C=CC=CC=2)(C2C=CC=CC=2)C2C=CC=CC=2)[P](C2C=CC=CC=2)(C2C=CC=CC=2)C2C=CC=CC=2)(C2C=CC=CC=2)C2C=CC=CC=2)=CC=1>[Cl:17][C:16]1[C:11]([O:10][C:8]2[CH:7]=[C:4]([CH:3]=[C:2]([CH2:32][CH:31]=[CH2:30])[CH:9]=2)[C:5]#[N:6])=[C:12]([F:29])[C:13]([CH2:18][N:19]2[C:27](=[O:28])[C:26]3[NH:25][CH:24]=[N:23][C:22]=3[N:21]=[CH:20]2)=[CH:14][CH:15]=1 |^1:49,51,70,89|. Procedure: A mixture of 3-bromo-5-({6-chloro-2-fluoro-3-[(6-oxo-6,7-dihydro-1H-purin-1-yl)methyl]phenyl}oxy)benzonitrile (78 mg, 0.164 mmol), allyltri-n-butyltin (0.082 ml, 0.263 mmol) and tetrakis(triphenylphosphine)palladium(0) (18.99 mg, 0.016 mmol) was heated in a personal microwave reactor at 160° C. for 20 min. The mixture was filtrated and was purified with reverse phase HPLC to afford a white solid 3-({6-chloro-2-fluoro-3-[(6-oxo-6,7-dihydro-1H-purin-1-yl)methyl]phenyl}oxy)-5-(2-propen-1-yl)benzoni...